This data is from the Open Reaction Database (ORD), a public repository of structured organic reaction records. The task is: describe an organic reaction: reactants, conditions, products, and yield Starting materials: N1C(=NC2=NC=CC=C21)C(O)C2=CC=C(C=C2)OC2=NC=CN=C2C2CCOCC2 ((1H-imidazo[4,5-b]pyridin-2-yl)(4-(3-(tetrahydro-2H-pyran-4-yl)pyrazin-2-yloxy)phenyl)methanol), C(Cl)(Cl)Cl (chloroform). Reagents/catalysts: [O-2].[O-2].[Mn+4] (manganese dioxide). Product: N1C(=NC2=NC=CC=C21)C(=O)C2=CC=C(C=C2)OC2=NC=CC=C2C2CCOCC2 ((1H-Imidazo[4,5-b]pyridin-2-yl)(4-(3-(tetrahydro-2H-pyran-4-yl)pyridin-2-yloxy)phenyl)methanone). RXN SMILES: [NH:1]1[C:9]2[C:4](=[N:5][CH:6]=[CH:7][CH:8]=2)[N:3]=[C:2]1[CH:10]([C:12]1[CH:17]=[CH:16][C:15]([O:18][C:19]2[C:24]([CH:25]3[CH2:30][CH2:29][O:28][CH2:27][CH2:26]3)=N[CH:22]=[CH:21][N:20]=2)=[CH:14][CH:13]=1)[OH:11].[CH:31](Cl)(Cl)Cl>[O-2].[O-2].[Mn+4]>[NH:1]1[C:9]2[C:4](=[N:5][CH:6]=[CH:7][CH:8]=2)[N:3]=[C:2]1[C:10]([C:12]1[CH:13]=[CH:14][C:15]([O:18][C:19]2[C:24]([CH:25]3[CH2:26][CH2:27][O:28][CH2:29][CH2:30]3)=[CH:31][CH:22]=[CH:21][N:20]=2)=[CH:16][CH:17]=1)=[O:11] |f:2.3.4|. Procedure: To a round bottomed flask was added (1H-imidazo[4,5-b]pyridin-2-yl)(4-(3-(tetrahydro-2H-pyran-4-yl)pyrazin-2-yloxy)phenyl)methanol (0.992 g, 2.459 mmol) and manganese dioxide (1.069 g, 12.29 mmol) to stir in chloroform (8.20 mL) for 1 hr. Reaction was filtered through celite. The crude product was purified by reverse-phase preparative HPLC using a Phenomenex Synergi column, 4 micron, MAX-RP, 80 Å, 150×30 MM, 0.1% TFA in ACN/H2O, gradient 40% to 80% over 18 min to provide (1H-Imidazo[4,5-b]pyridi... Reactants: FC(C=1C=C(C=C(C1)C(F)(F)F)[C@@H]1[C@@H](N(C(O1)=O)CC1=C(C=CC(=C1)C(F)(F)F)B1OC(C(O1)(C)C)(C)C)C)(F)F.C ((4S,5R)-5-[3,5-bis(trifluoromethyl)phenyl]-4-methyl-3-[2-(4,4,5,5-tetramethyl-1,3,2-dioxaborolan-2-yl)-5-(trifluoromethyl)benzyl]-1,3-oxazolidin-2-one methane), FC(C=1C=C(C=C(C1)C(F)(F)F)[C@@H]1[C@@H](N(C(O1)=O)CC1=C(C=CC(=C1)C(F)(F)F)B1OC(C(O1)(C)C)(C)C)C)(F)F.C ((4S,5R)-5-[3,5-bis(trifluoromethyl)phenyl]-4-methyl-3-[2-(4,4,5,5-tetramethyl-1,3,2-dioxaborolan-2-yl)-5-(trifluoromethyl)benzyl]-1,3-oxazolidin-2-one methane), IC=1C=C(C=CC1OC)C=1C=CC(=NC1C)C(=O)OCC1=CC=CC=C1 (benzyl 5-(3-iodo-4-methoxyphenyl)-6-methylpyridine-2-carboxylate), [OH-].[K+] (potassium hydroxide). Reagents/catalysts: C1=CC=C(C=C1)P([C-]2C=CC=C2)C3=CC=CC=C3.C1=CC=C(C=C1)P([C-]2C=CC=C2)C3=CC=CC=C3.Cl[Pd]Cl.[Fe+2] (1,1′-bis(diphenylphosphino)ferrocene-palladium dichloride). The solvent is O1CCOCC1 (1,4-dioxane). Reaction conditions: time 30 minute. The product is FC(C=1C=C(C=C(C1)C(F)(F)F)[C@@H]1[C@@H](N(C(O1)=O)CC1=C(C=CC(=C1)C(F)(F)F)C1=CC(=CC=C1OC)C=1C=CC(=NC1C)C(=O)OCC1=CC=CC=C1)C)(F)F (benzyl 5-[2′-({(4S,5R)-5-[3,5-bis(trifluoromethyl)phenyl]-4-methyl-2-oxo-1,3-oxazolidin-3-yl}methyl)-6-methoxy-4′-(trifluoromethyl)biphenyl-3-yl]-6-methylpyridine-2-carboxylate). As a reaction SMILES: [F:1][C:2]([F:41])([F:40])[C:3]1[CH:4]=[C:5]([C@H:13]2[O:17][C:16](=[O:18])[N:15]([CH2:19][C:20]3[CH:25]=[C:24]([C:26]([F:29])([F:28])[F:27])[CH:23]=[CH:22][C:21]=3B3OC(C)(C)C(C)(C)O3)[C@H:14]2[CH3:39])[CH:6]=[C:7]([C:9]([F:12])([F:11])[F:10])[CH:8]=1.C.I[C:44]1[CH:45]=[C:46]([C:52]2[CH:53]=[CH:54][C:55]([C:59]([O:61][CH2:62][C:63]3[CH:68]=[CH:67][CH:66]=[CH:65][CH:64]=3)=[O:60])=[N:56][C:57]=2[CH3:58])[CH:47]=[CH:48][C:49]=1[O:50][CH3:51].[OH-].[K+]>C1C=CC(P(C2C=CC=CC=2)[C-]2C=CC=C2)=CC=1.C1C=CC(P(C2C=CC=CC=2)[C-]2C=CC=C2)=CC=1.Cl[Pd]Cl.[Fe+2].O1CCOCC1>[F:11][C:9]([F:12])([F:10])[C:7]1[CH:6]=[C:5]([C@H:13]2[O:17][C:16](=[O:18])[N:15]([CH2:19][C:20]3[CH:25]=[C:24]([C:26]([F:28])([F:27])[F:29])[CH:23]=[CH:22][C:21]=3[C:48]3[C:49]([O:50][CH3:51])=[CH:44][CH:45]=[C:46]([C:52]4[CH:53]=[CH:54][C:55]([C:59]([O:61][CH2:62][C:63]5[CH:64]=[CH:65][CH:66]=[CH:67][CH:68]=5)=[O:60])=[N:56][C:57]=4[CH3:58])[CH:47]=3)[C@H:14]2[CH3:39])[CH:4]=[C:3]([C:2]([F:40])([F:41])[F:1])[CH:8]=1 |f:0.1,3.4,5.6.7.8|. Procedure: (4S,5R)-5-[3,5-bis(trifluoromethyl)phenyl]-4-methyl-3-[2-(4,4,5,5-tetramethyl-1,3,2-dioxaborolan-2-yl)-5-(trifluoromethyl)benzyl]-1,3-oxazolidin-2-one-methane (385 mg, 0.644 mmol) (INTERMEDIATE 9), benzyl 5-(3-iodo-4-methoxyphenyl)-6-methylpyridine-2-carboxylate (148 mg, 0.322 mmol), 1,1′-bis(diphenylphosphino)ferrocene-palladium dichloride (71 mg, 0.097 mmol), aqueous potassium hydroxide (215 μL, 3M, 0.645 mmol) and 1,4-dioxane (2 mL) were charged into a tube. The vessel was purged with nitroge... Starting materials: CCOC(=O)Cl, Cc1ccc(NC(=O)c2ccc(N3CCN(C(=O)CC(C)(C)C)CC3)nc2)cc1I, Cc1ccc(NC(=O)c2ccc(N3CCNCC3)nc2)cc1I. The product is CCOC(=O)N1CCN(c2ccc(C(=O)Nc3ccc(C)c(I)c3)cn2)CC1. As a reaction SMILES: [CH2:24]([CH3:25])[O:26][C:27](=[O:28])[Cl:29].[CH3:30][C:31]([CH3:32])([CH3:33])[CH2:34][C:35]([N:36]1[CH2:37][CH2:38][N:39]([c:40]2[cH:41][cH:42][c:43]([C:44]([NH:45][c:46]3[cH:47][cH:48][c:49]([CH3:50])[c:51]([I:52])[cH:53]3)=[O:54])[cH:55][n:56]2)[CH2:57][CH2:58]1)=[O:59].[I:1][c:2]1[cH:3][c:4]([NH:9][C:10]([c:11]2[cH:12][n:13][c:14]([N:17]3[CH2:18][CH2:19][NH:20][CH2:21][CH2:22]3)[cH:15][cH:16]2)=[O:23])[cH:5][cH:6][c:7]1[CH3:8]>>[I:1][c:2]1[cH:3][c:4]([NH:9][C:10]([c:11]2[cH:12][n:13][c:14]([N:17]3[CH2:18][CH2:19][N:20]([C:27]([O:26][CH2:24][CH3:25])=[O:28])[CH2:21][CH2:22]3)[cH:15][cH:16]2)=[O:23])[cH:5][cH:6][c:7]1[CH3:8].